This data is from the Open Reaction Database (ORD), a public repository of structured organic reaction records. The task is: describe an organic reaction: reactants, conditions, products, and yield Reactants: N(=[N+]=[N-])C1=C2N=CN(C2=NC=N1)CC(\C=C\P(=O)(OC(C)C)OC(C)C)CO[Si](C1=CC=CC=C1)(C1=CC=CC=C1)C(C)(C)C ((E)-6-azido-9-[2-(t-butyldiphenylsilyloxy)methyl-4-(diisopropoxyphosphoryl)but-3-enyl]purine), C1(=CC=CC=C1)P(C1=CC=CC=C1)C1=CC=CC=C1 (triphenylphosphine), Cl (hydrochloric acid). Run in O1CCCC1 (tetrahydrofuran). Conditions: time 21 hour. The product is C(C)(C)OP(=O)(OC(C)C)/C=C/C(CN1C2=NC=NC(=C2N=C1)N)CO ((E)-9-[4-(Diisopropoxyphosphoryl)-2-(hydroxymethyl)but-3enyl]adenine). Yield: 65.5%. Reaction SMILES: [N:1]([C:4]1[N:12]=[CH:11][N:10]=[C:9]2[C:5]=1[N:6]=[CH:7][N:8]2[CH2:13][CH:14]([CH2:27][O:28][Si](C(C)(C)C)(C1C=CC=CC=1)C1C=CC=CC=1)/[CH:15]=[CH:16]/[P:17]([O:23][CH:24]([CH3:26])[CH3:25])([O:19][CH:20]([CH3:22])[CH3:21])=[O:18])=[N+]=[N-].C1(P(C2C=CC=CC=2)C2C=CC=CC=2)C=CC=CC=1.Cl>O1CCCC1>[CH:20]([O:19][P:17](/[CH:16]=[CH:15]/[CH:14]([CH2:27][OH:28])[CH2:13][N:8]1[CH:7]=[N:6][C:5]2[C:9]1=[N:10][CH:11]=[N:12][C:4]=2[NH2:1])([O:23][CH:24]([CH3:25])[CH3:26])=[O:18])([CH3:21])[CH3:22]. Reported procedure: * Mixture of Azido and Tetrazolo Tautomers c) A solution of (E)-6-azido-9-[2-(t-butyldiphenylsilyloxy)methyl-4-(diisopropoxyphosphoryl)but-3-enyl]purine (320 mg, 494 μmol) and triphenylphosphine (194 mg, 741 μmol) in tetrahydrofuran (15 ml) was stirred at room temperature for 21 h. The solution was heated to 70° C. and 5M hydrochloric acid (258 μl, 1.29 mmol) added. After 2 h, the solvent was removed and the residue was dissolved in 3% methanolic hydrogen chloride (10 ml) and the solution stirre... The reactants are ClC=1C=C(C=CC1)S(=O)(=O)C1=C(C=2C3=C(N(C2C=C1)C)CC1CCC3N1)C(=O)OC(C)(C)C (tert-butyl 2-(3-chlorophenyl)sulfonyl-5-methyl-5,6,7,8,9,10-hexahydro-7,10-epiminocyclohepta[b]indole-carboxylate), Cl (HCl). Solvent: C(C)OCC (diethyl ether). The product is Cl.ClC=1C=C(C=CC1)S(=O)(=O)C=1C=C2C3=C(N(C2=CC1)C)CC1CCC3N1 (2-(3-chlorophenyl)sulfonyl-5-methyl-5,6,7,8,9,10-hexahydro-7,10-epiminocyclohepta[b]indole hydrochloride). As a reaction SMILES: [Cl:1][C:2]1[CH:3]=[C:4]([S:8]([C:11]2[CH:19]=[CH:18][C:17]3[N:16]([CH3:20])[C:15]4[CH2:21][CH:22]5[NH:26][CH:25]([C:14]=4[C:13]=3[C:12]=2C(OC(C)(C)C)=O)[CH2:24][CH2:23]5)(=[O:10])=[O:9])[CH:5]=[CH:6][CH:7]=1.Cl>C(OCC)C>[ClH:1].[Cl:1][C:2]1[CH:3]=[C:4]([S:8]([C:11]2[CH:12]=[C:13]3[C:17](=[CH:18][CH:19]=2)[N:16]([CH3:20])[C:15]2[CH2:21][CH:22]4[NH:26][CH:25]([C:14]3=2)[CH2:24][CH2:23]4)(=[O:9])=[O:10])[CH:5]=[CH:6][CH:7]=1 |f:3.4|. Procedure: The product of step A was subjected to Boc-deprotection with 2 M HCl in diethyl ether following the procedure of example 28, step B. The crude material was purified by flash column chromatography (SiO2, 90:9:1 chloroform/methanol/ammonium hydroxide) then converted to the HCl salt to give 2-(3-chlorophenyl)sulfonyl-5-methyl-5,6,7,8,9,10-hexahydro-7,10-epiminocyclohepta[b]indole hydrochloride (49 mg, 56%, AUC HPLC 95.7%) as an off white solid: mp 208-212° C.; 1H NMR (CD3OD, 300 MHz) δ 8.30 (d, J=1...